Dataset: the Open Reaction Database (ORD), a public repository of structured organic reaction records. Task: describe an organic reaction: reactants, conditions, products, and yield The reactants are C1C(CC12CCNCC2)CNC(=O)C=2C(=NC(=NC2)N2CC1CC1C2)NCC2=CC(=C(C=C2)OC)Cl (N-(7-azaspiro[3.5]nonan-2-ylmethyl)-2-(3-azabicyclo[3.1.0]hexan-3-yl)-4-((3-chloro-4-methoxybenzyl)amino)pyrimidine-5-formamide), C=O (Formalin), [BH4-].[Na+] (Sodium borohydride). Solvent: CO (methanol). Conditions: time 10 hour. The product is C12CN(CC2C1)C1=NC=C(C(=N1)NCC1=CC(=C(C=C1)OC)Cl)C(=O)NCC1CC2(C1)CCN(CC2)C (2-(3-azabicyclo[3.1.0]hexan-3-yl)-4-((3-chloro-4-methoxybenzyl)amino)-N-((7-methyl-7-azaspiro[3.5]nonan-2-yl)methyl)pyrimidine-5-form amide). Isolated yield 27.2%. RXN SMILES: [CH2:1]1[C:4]2([CH2:9][CH2:8][NH:7][CH2:6][CH2:5]2)[CH2:3][CH:2]1[CH2:10][NH:11][C:12]([C:14]1[C:15]([NH:26][CH2:27][C:28]2[CH:33]=[CH:32][C:31]([O:34][CH3:35])=[C:30]([Cl:36])[CH:29]=2)=[N:16][C:17]([N:20]2[CH2:25][CH:24]3[CH:22]([CH2:23]3)[CH2:21]2)=[N:18][CH:19]=1)=[O:13].[CH2:37]=O.[BH4-].[Na+]>CO>[CH:22]12[CH2:23][CH:24]1[CH2:25][N:20]([C:17]1[N:16]=[C:15]([NH:26][CH2:27][C:28]3[CH:33]=[CH:32][C:31]([O:34][CH3:35])=[C:30]([Cl:36])[CH:29]=3)[C:14]([C:12]([NH:11][CH2:10][CH:2]3[CH2:3][C:4]4([CH2:5][CH2:6][N:7]([CH3:37])[CH2:8][CH2:9]4)[CH2:1]3)=[O:13])=[CH:19][N:18]=1)[CH2:21]2 |f:2.3|. Procedure: In methanol (50 mL) was dissolved the above N-(7-azaspiro[3.5]nonan-2-ylmethyl)-2-(3-azabicyclo[3.1.0]hexan-3-yl)-4-((3-chloro-4-methoxybenzyl)amino)pyrimidine-5-formamide (357 mg, 0.7 mmol). Formalin (284 mg, 3.5 mmol) was added. Sodium borohydride (133 mg, 3.5 mmol) was added slowly. The reaction was continued for 10 h then quenched with water. The reaction mixture was extracted with ethyl acetate. The organic phase was dried and concentrated. The obtained solid was purified by silica gel colu... The reactants are BrCCCCBr, CC[N+](CC)(CC)Cc1ccccc1, [Cl-], O, N#CCS(=O)(=O)c1ccccc1. The product is N#CC1(S(=O)(=O)c2ccccc2)CCCC1. Reaction SMILES: [Br:13][CH2:14][CH2:15][CH2:16][CH2:17][Br:18].[CH2:20]([N+:21]([CH2:22][CH3:23])([CH2:24][CH3:25])[CH2:26][CH3:27])[c:28]1[cH:29][cH:30][cH:31][cH:32][cH:33]1.[Cl-:19].[OH2:34].[c:1]1([S:7](=[O:8])(=[O:9])[CH2:10][C:11]#[N:12])[cH:2][cH:3][cH:4][cH:5][cH:6]1>>[c:1]1([S:7](=[O:8])(=[O:9])[C:10]2([C:11]#[N:12])[CH2:14][CH2:15][CH2:16][CH2:17]2)[cH:2][cH:3][cH:4][cH:5][cH:6]1. Reactants: O=C(N=C=S)c1ccccc1, CC(C)(C)OC(=O)NCc1ccc(N)cc1, O=C([O-])[O-], C1CCOC1, CO, [K+], [K+], O. As a reaction SMILES: [C:17](=[O:18])([c:19]1[cH:20][cH:21][cH:22][cH:23][cH:24]1)[N:25]=[C:26]=[S:27].[C:1]([CH3:2])([CH3:3])([CH3:4])[O:5][C:6]([NH:7][CH2:8][c:9]1[cH:10][cH:11][c:12]([NH2:15])[cH:13][cH:14]1)=[O:16].[C:30](=[O:31])([O-:32])[O-:33].[CH2:36]1[O:37][CH2:38][CH2:39][CH2:40]1.[CH3:28][OH:29].[K+:34].[K+:35].[OH2:41]>>[C:1]([CH3:2])([CH3:3])([CH3:4])[O:5][C:6]([NH:7][CH2:8][c:9]1[cH:10][cH:11][c:12]([NH:15][C:26]([NH2:25])=[S:27])[cH:13][cH:14]1)=[O:16]. Yields the product CC(C)(C)OC(=O)NCc1ccc(NC(N)=S)cc1. Starting materials: Cl.CN(CCCN=C=NCC)C (1-(3-Dimethylaminopropyl)-3-ethylcarbodiimide hydrochloride), O.N1(N=NC2=C1C=CC=C2)O (1H-benzo[d][1,2,3]triazol-1-ol hydrate), [OH-].[NH4+] (ammonium hydroxide), IC=1C=C(C(=O)O)C=CC1C (3-iodo-4-methylbenzoic acid). Solvent: CN(C)C=O (N,N′-dimethylformamide). Reaction conditions: time 8 hour. The product is IC=1C=C(C(=O)N)C=CC1C (3-Iodo-4-methylbenzamide). Yield: 87.0%. As a reaction SMILES: Cl.C[N:3](C)CCCN=C=NCC.O.N1(O)C2C=CC=CC=2N=N1.[OH-].[NH4+].[I:26][C:27]1[CH:28]=[C:29]([CH:33]=[CH:34][C:35]=1[CH3:36])[C:30](O)=[O:31]>CN(C=O)C>[I:26][C:27]1[CH:28]=[C:29]([CH:33]=[CH:34][C:35]=1[CH3:36])[C:30]([NH2:3])=[O:31] |f:0.1,2.3,4.5|. Reported procedure: 1-(3-Dimethylaminopropyl)-3-ethylcarbodiimide hydrochloride (5.49 g, 28.6 mmol), 1H-benzo[d][1,2,3]triazol-1-ol hydrate (3.90 g, 28.9 mmol) and 32% aqueous ammonium hydroxide solution (1.10 mL, 28.7 mmol) were sequentially added to a stirred solution of 3-iodo-4-methylbenzoic acid (5.00 g, 19.1 mmol) in N,N′-dimethylformamide (15 mL) at room temperature. After stirring overnight, the mixture was concentrated in vacuo and water and dichloromethane were added to the mixture. The organic layer was ... Reactants: CC(C)([O-])C.[K+] (potassium tert-butoxide), N1C=NC(=C1)C12C(C=3C=CC=CC3C1)C(CC2)=O (8a-(1H-imidazol-4-yl)-1,3a,8,8a-tetrahydro-2H-cyclo-penta[a]inden-3-one). The reagents and catalysts are [Br-].C[P+](C1=CC=CC=C1)(C1=CC=CC=C1)C1=CC=CC=C1 (methyltriphenyl-phosphonium bromide). Run in C1(=CC=CC=C1)C (toluene). The product is C=C1CCC2(C1C=1C=CC=CC1C2)C=2N=CNC2 (4-(3-Methylene-2,3,3a,8-tetrahydro-1H-cyclopenta[a]inden-8a-yl)-1H-imidazole). The yield is 44.0%. As a reaction SMILES: [CH3:1][C:2]([CH3:5])([O-])[CH3:3].[K+].[NH:7]1[CH:11]=[C:10]([C:12]23CCC(=O)[CH:13]2[C:14]2[CH:15]=[CH:16][CH:17]=[CH:18][C:19]=2[CH2:20]3)[N:9]=[CH:8]1>[Br-].C[P+](C1C=CC=CC=1)(C1C=CC=CC=1)C1C=CC=CC=1.C1(C)C=CC=CC=1>[CH2:1]=[C:2]1[CH:5]2[C:15]3[CH:16]=[CH:17][CH:18]=[CH:19][C:14]=3[CH2:13][C:12]2([C:10]2[N:9]=[CH:8][NH:7][CH:11]=2)[CH2:20][CH2:3]1 |f:0.1,3.4|. Procedure: A mixture of potassium tert-butoxide (0.38 g) and methyltriphenyl-phosphonium bromide (1.2 g) in dry toluene (20 ml) was heated at reflux for 0.5 hour. To the mixture was then added 0.55 g of 8a-(1H-imidazol-4-yl)-1,3a,8,8a-tetrahydro-2H-cyclo-penta[a]inden-3-one and the resulting mixture was heated at reflux for 4 hours. After the removal of toluene, the residue was suspended in water and extracted with methylene chloride. The combined organic layers were dried over sodium sulfate and the solve...